This data is from the Open Reaction Database (ORD), a public repository of structured organic reaction records. The task is: describe an organic reaction: reactants, conditions, products, and yield Starting materials: C([C@H](C([C@@H](CO)O)O)O)O (D-arabitol), O=C[C@H](O)[C@@H](O)[C@H](O)[C@H](O)CO (D-glucose), C(C)O (ethanol), O=C[C@H](O)[C@@H](O)[C@H](O)[C@H](O)CO (glucose), C([O-])([O-])=O.[Ca+2] (calcium carbonate). The solvent is P(=O)([O-])([O-])[O-] (phosphate). Run at time 27 hour. Yields the product C([C@H](O)[C@@H](O)[C@H](O)CO)O (xylitol), C([C@H](C([C@@H](CO)O)O)O)O (D-arabitol). As a reaction SMILES: [CH2:1]([OH:10])[C@@H:2]([OH:9])[CH:3]([OH:8])[C@H:4]([OH:7])[CH2:5][OH:6].[O:11]=[CH:12][C@@H:13]([C@H:15]([C@@H:17]([C@@H:19](CO)[OH:20])[OH:18])[OH:16])[OH:14].C(=O)([O-])[O-].[Ca+2].C(O)C>P([O-])([O-])([O-])=O>[CH2:5]([OH:6])[C@@H:4]([C@H:3]([C@@H:2]([CH2:1][OH:10])[OH:9])[OH:8])[OH:7].[CH2:19]([OH:20])[C@@H:17]([OH:18])[CH:15]([OH:16])[C@H:13]([OH:14])[CH2:12][OH:11] |f:2.3|. Reported procedure: D-arabitol and D-glucose were dissolved in 0.1 M phosphate buffer (pH 6.0) to 5% (w/v) and 1%, respectively. The resulting mixture was distributed into test tubes in 10-ml portions each, and inoculated with the microbial cell in an amount of 10% (w/v) by a wet weight. In addition, calcium carbonate was added thereto to 2% (w/v). The resulting medium was cultured at 30° C. with shaking. For comparison, ethanol or glucose was added to the culture medium six hours after the commencement of culturin... Reactants: C(C)N1C2=NC(=NC(=C2N=C1CO)N1CCOCC1)N1C(=NC2=C1C=CC=C2)C ((9-ethyl-2-(2-methyl-1H-benzo[d]imidazol-1-yl)-6-morpholino-9H-purin-8-yl)methanol), O1CCCC1 (tetrahydrofuran), P(Br)(Br)Br (phosphorus tribromide). Reaction conditions: time 2 hour. Product: BrCC=1N(C2=NC(=NC(=C2N1)N1CCOCC1)N1C(=NC2=C1C=CC=C2)C)CC (4-(8-(bromomethyl)-9-ethyl-2-(2-methyl-1H-benzo[d]imidazol-1-yl)-9H-purin-6-yl)morpholine). Yield: 74.5%. Reaction SMILES: [CH2:1]([N:3]1[C:11]([CH2:12]O)=[N:10][C:9]2[C:4]1=[N:5][C:6]([N:20]1[C:24]3[CH:25]=[CH:26][CH:27]=[CH:28][C:23]=3[N:22]=[C:21]1[CH3:29])=[N:7][C:8]=2[N:14]1[CH2:19][CH2:18][O:17][CH2:16][CH2:15]1)[CH3:2].O1CCCC1.P(Br)(Br)[Br:36]>>[Br:36][CH2:12][C:11]1[N:3]([CH2:1][CH3:2])[C:4]2[C:9]([N:10]=1)=[C:8]([N:14]1[CH2:15][CH2:16][O:17][CH2:18][CH2:19]1)[N:7]=[C:6]([N:20]1[C:24]3[CH:25]=[CH:26][CH:27]=[CH:28][C:23]=3[N:22]=[C:21]1[CH3:29])[N:5]=2. Procedure: To a solution of (9-ethyl-2-(2-methyl-1H-benzo[d]imidazol-1-yl)-6-morpholino-9H-purin-8-yl)methanol (3 g, 7.65 mmol) in tetrahydrofuran (150 mL, 1800 mmol) was added phosphorus tribromide (1.44 mL, 15.3 mmol;) dropwise. The mixture was stirred for 2 hrs until LC/MS showed the reaction was complete. The reaction was quenched with MeOH and extracted with Ethyl acetate and water. The organic layer was collected, dried with Magnesium sulfate, filtered and concentrated to give a crude orange oil. The...